From a dataset of the Open Reaction Database (ORD), a public repository of structured organic reaction records. describe an organic reaction: reactants, conditions, products, and yield Starting materials: COCCCCCCOc1ccc(C(=O)NN)cc1, COC(=O)c1ccc(C(=O)Cl)cc1, C1CCOC1, O, c1ccncc1. Yields the product COCCCCCCOc1ccc(C(=O)NNC(=O)c2ccc(C(=O)OC)cc2)cc1. RXN SMILES: [CH3:1][O:2][CH2:3][CH2:4][CH2:5][CH2:6][CH2:7][CH2:8][O:9][c:10]1[cH:11][cH:12][c:13]([C:14](=[O:15])[NH:16][NH2:17])[cH:18][cH:19]1.[CH3:26][O:27][C:28](=[O:29])[c:30]1[cH:31][cH:32][c:33]([C:34](=[O:35])[Cl:36])[cH:37][cH:38]1.[O:40]1[CH2:41][CH2:42][CH2:43][CH2:44]1.[OH2:39].[cH:20]1[cH:21][cH:22][n:23][cH:24][cH:25]1>>[CH3:1][O:2][CH2:3][CH2:4][CH2:5][CH2:6][CH2:7][CH2:8][O:9][c:10]1[cH:11][cH:12][c:13]([C:14](=[O:15])[NH:16][NH:17][C:34]([c:33]2[cH:32][cH:31][c:30]([C:28]([O:27][CH3:26])=[O:29])[cH:38][cH:37]2)=[O:35])[cH:18][cH:19]1. Starting materials: Fc1cc(F)cc(Br)c1, COc1ccc(CO)cc1, CN1CCCC1=O, Cl, [H-], [Na+]. Yields the product COc1ccc(COc2cc(F)cc(Br)c2)cc1. As a reaction SMILES: [Br:13][c:14]1[cH:15][c:16]([F:21])[cH:17][c:18]([F:20])[cH:19]1.[CH3:1][O:2][c:3]1[cH:4][cH:5][c:6]([CH2:7][OH:8])[cH:9][cH:10]1.[CH3:23][N:24]1[CH2:25][CH2:26][CH2:27][C:28]1=[O:29].[ClH:22].[H-:11].[Na+:12]>>[CH3:1][O:2][c:3]1[cH:4][cH:5][c:6]([CH2:7][O:8][c:18]2[cH:17][c:16]([F:21])[cH:15][c:14]([Br:13])[cH:19]2)[cH:9][cH:10]1. The reactants are Cl (hydrochloric acid), OC=1C=CC2=C(SC(=C2C(=O)C2=CC=C(C=C2)OCC(=O)OC)C2=CC=C(C=C2)O)C1 ([6-hydroxy-2-(4-hydroxyphenyl)benzo[b]thiophen-3-yl][4-carbomethoxymethoxyphenyl]methanone), [OH-].[Na+] (sodium hydroxide), aqueous solution, aqueous solution. Run in CO (methanol), [Cl-].[Na+].O (brine). Yields the product OC=1C=CC2=C(SC(=C2C(=O)C2=CC=C(C=C2)OCC(=O)O)C2=CC=C(C=C2)O)C1 ([6-Hydroxy-2-(4-Hydroxyphenyl)benzo[b]thiophen-3-yl][4-Carboxymethoxyphenyl]methanone). As a reaction SMILES: [OH:1][C:2]1[CH:3]=[CH:4][C:5]2[C:9]([C:10]([C:12]3[CH:17]=[CH:16][C:15]([O:18][CH2:19][C:20]([O:22]C)=[O:21])=[CH:14][CH:13]=3)=[O:11])=[C:8]([C:24]3[CH:29]=[CH:28][C:27]([OH:30])=[CH:26][CH:25]=3)[S:7][C:6]=2[CH:31]=1.[OH-].[Na+].Cl>CO.[Cl-].[Na+].O>[OH:1][C:2]1[CH:3]=[CH:4][C:5]2[C:9]([C:10]([C:12]3[CH:13]=[CH:14][C:15]([O:18][CH2:19][C:20]([OH:22])=[O:21])=[CH:16][CH:17]=3)=[O:11])=[C:8]([C:24]3[CH:25]=[CH:26][C:27]([OH:30])=[CH:28][CH:29]=3)[S:7][C:6]=2[CH:31]=1 |f:1.2,5.6.7|. Procedure: To [6-hydroxy-2-(4-hydroxyphenyl)benzo[b]thiophen-3-yl][4-carbomethoxymethoxyphenyl]methanone (132 mg, 0.30 mmol) stirring in methanol (5 mL) was added sodium hydroxide (0.43 mL of a 5 N aqueous solution, 2.13 nmol). The red mixture was heated to reflux for 0.5 hour, cooled to room temperature, and made acidic with hydrochloric acid (0.70 mL of a 5N aqueous solution). The mixture was then poured into brine and extracted with ethyl acetate. The combined organic extracts were washed thoroughly wit... The reactants are N1=CC(=CC=C1)C1=NC2=CC=CC=C2C(=C1)NC(OC1=CC=CC=C1)=O (Phenyl N-[2-(pyridin-3-yl)quinolin-4-yl]carbamate), CC=1C=C(C=C(C1)C)N1CCNCC1 (1-(3,5-dimethylphenyl)piperazine), C1CCC2=NCCCN2CC1 (DBU). Run in O1CCCC1 (tetrahydrofuran). Reaction conditions: time 2 hour. The product is N1=CC(=CC=C1)C1=NC2=CC=CC=C2C(=C1)NC(=O)N1CCN(CC1)C1=CC(=CC(=C1)C)C (1-{[2-(Pyridin-3-yl)quinolin-4-yl]aminocarbonyl}-4-(3,5-dimethylphenyl)piperazine). Isolated yield 64.0%. RXN SMILES: [N:1]1[CH:6]=[CH:5][CH:4]=[C:3]([C:7]2[CH:16]=[C:15]([NH:17][C:18](=[O:26])OC3C=CC=CC=3)[C:14]3[C:9](=[CH:10][CH:11]=[CH:12][CH:13]=3)[N:8]=2)[CH:2]=1.[CH3:27][C:28]1[CH:29]=[C:30]([N:35]2[CH2:40][CH2:39][NH:38][CH2:37][CH2:36]2)[CH:31]=[C:32]([CH3:34])[CH:33]=1.C1CCN2C(=NCCC2)CC1>O1CCCC1>[N:1]1[CH:6]=[CH:5][CH:4]=[C:3]([C:7]2[CH:16]=[C:15]([NH:17][C:18]([N:38]3[CH2:39][CH2:40][N:35]([C:30]4[CH:31]=[C:32]([CH3:34])[CH:33]=[C:28]([CH3:27])[CH:29]=4)[CH2:36][CH2:37]3)=[O:26])[C:14]3[C:9](=[CH:10][CH:11]=[CH:12][CH:13]=3)[N:8]=2)[CH:2]=1. Procedure details: Phenyl N-[2-(pyridin-3-yl)quinolin-4-yl]carbamate(171 mg, 0.5 mmol) and 1-(3,5-dimethylphenyl)piperazine(95 mg, 0.5 mmol) were dissolved in anhydrous tetrahydrofuran and DBU(117 mg, 0.75 mmol) was added. The resulting mixture was stirred at room temperature for 2 hours, concentrated under the reduced pressure to remove tetrahydrofuran, and purified by column chromatography(ethylacetate:hexane=1:1) to obtain the titled compound. Starting materials: N1=CC=CC=C1 (pyridine), C(CCCCC)OC(=O)Cl (n-hexylchloroformate), C1([C@@H](O)[C@H](O)[C@H](O1)CO)N1C(=O)N=C(N)C=C1 (arabinofuranosylcytosine). The solvent is CC(=O)N(C)C (dimethylacetamide), CC(=O)N(C)C (dimethylacetamide). Run at time 3 hour. Yields the product C(CCCCC)OC(=O)NC1=NC(N(C=C1)[C@H]1[C@@H](O)[C@H](O)[C@H](O1)CO)=O (N4 -hexyloxycarbonyl-1-β-D-arabinofuranosylcytosine). Yield: 47.5%. Reaction SMILES: [CH:1]1([N:10]2[CH:17]=[CH:16][C:14]([NH2:15])=[N:13][C:11]2=[O:12])[O:7][C@H:6]([CH2:8][OH:9])[C@@H:4]([OH:5])[C@@H:2]1[OH:3].N1C=CC=CC=1.[CH2:24]([O:30][C:31](Cl)=[O:32])[CH2:25][CH2:26][CH2:27][CH2:28][CH3:29]>CC(N(C)C)=O>[CH2:24]([O:30][C:31]([NH:15][C:14]1[CH:16]=[CH:17][N:10]([C@@H:1]2[O:7][C@H:6]([CH2:8][OH:9])[C@@H:4]([OH:5])[C@@H:2]2[OH:3])[C:11](=[O:12])[N:13]=1)=[O:32])[CH2:25][CH2:26][CH2:27][CH2:28][CH3:29]. Procedure: To a solution of 4.0 g of arabinofuranosylcytosine dissolved in 50 ml of dimethylacetamide, there are added 3.0 g of pyridine and 4.06 g of n-hexylchloroformate. The reaction is carried out by stirring the mixture at room temperature for 3 hours. After the reaction is over, dimethylacetamide is evaporated under reduced pressure. The residue is diluted with 100 ml of cold water and the mixture is stirred under ice-cooling for one hour. The precipitated solids are filtrated and dried. The resultan... RXN SMILES: [CH3:14][OH:15].[CH3:1][c:2]1[n:3][cH:4][c:5]([CH:9]=[O:10])[c:6]([NH2:8])[n:7]1.[ClH:11].[NH2:12][OH:13]>>[CH3:1][c:2]1[n:3][cH:4][c:5]([CH:9]=[N:12][OH:13])[c:6]([NH2:8])[n:7]1.[ClH:11]. Starting materials: CO, Cc1ncc(C=O)c(N)n1, Cl, NO. The product is Cc1ncc(C=NO)c(N)n1, Cl. The reactants are C(C(=O)Cl)(=O)Cl (Oxalyl chloride), [N+](=O)([O-])C=1C=C(C(=O)O)C=C(C1)OC (3-nitro-5-methoxy benzoic acid), C(O)CN (ethanolamine), CCN(C(C)C)C(C)C (DIEA). Run in CCOC(=O)C (EtOAc), CCOCC (Et2O), C(Cl)Cl (DCM), CN(C)C=O (DMF), C1CCOC1 (THF). Conditions: time 1 hour. The product is OCCNC(C1=CC(=CC(=C1)[N+](=O)[O-])OC)=O (N-(2-Hydroxyethyl)-3-methoxy-5-nitrobenzamide). The yield is 56.2%. As a reaction SMILES: C(Cl)(=O)C(Cl)=O.[N+:7]([C:10]1[CH:11]=[C:12]([CH:16]=[C:17]([O:19][CH3:20])[CH:18]=1)[C:13]([OH:15])=O)([O-:9])=[O:8].[CH2:21]([CH2:23][NH2:24])[OH:22].CCN(C(C)C)C(C)C>C(Cl)Cl.C1COCC1.CCOC(C)=O.CCOCC.CN(C=O)C>[OH:22][CH2:21][CH2:23][NH:24][C:13](=[O:15])[C:12]1[CH:11]=[C:10]([N+:7]([O-:9])=[O:8])[CH:18]=[C:17]([O:19][CH3:20])[CH:16]=1. Procedure details: Oxalyl chloride (6.4 g; 50.7 mmol; 5 eq) is added to a suspension of 3-nitro-5-methoxy benzoic acid (2 g; 10 mmol; 1 eq) and DMF (cat.) in DCM (50 mL) and the resulting mixture is stirred at room temperature for 1 h then evaporated to dryness. The residue is taken up in THF (20 mL) and added to a solution of ethanolamine (3.1 g; 50.7 mmol; 5 eq) and DIEA (6.6 g; 50.7 mmol; 5 eq) in THF (40 mL). The resulting mixture is stirred at room temperature for 2 h. The solution is evaporated to dryness an... Reactants: CC(C)(C)[Mg+], C1CCOC1, [Cl-], [Cl-], CC(C)(C)OC(=O)N1CC(C(=O)c2cc(F)cc(F)c2)C1, [NH4+]. The product is CC(C)(C)OC(=O)N1CC(C(O)(c2cc(F)cc(F)c2)C(C)(C)C)C1. RXN SMILES: [C:23]([CH3:24])([CH3:25])([CH3:26])[Mg+:27].[CH2:30]1[O:31][CH2:32][CH2:33][CH2:34]1.[Cl-:22].[Cl-:28].[F:1][c:2]1[cH:3][c:4]([C:5](=[O:6])[CH:7]2[CH2:8][N:9]([C:11](=[O:12])[O:13][C:14]([CH3:15])([CH3:16])[CH3:17])[CH2:10]2)[cH:18][c:19]([F:21])[cH:20]1.[NH4+:29]>>[F:1][c:2]1[cH:3][c:4]([C:5]([OH:6])([CH:7]2[CH2:8][N:9]([C:11](=[O:12])[O:13][C:14]([CH3:15])([CH3:16])[CH3:17])[CH2:10]2)[C:23]([CH3:24])([CH3:25])[CH3:26])[cH:18][c:19]([F:21])[cH:20]1. The reactants are ClC1=CC=C(CN2C(=C(C3=CC(=CC=C23)O)C)CCC(=O)O)C=C1 (3-[1-p-Chlorobenzyl-5-hydroxy-3-methylindol-2-yl]-propionic acid), N1=CC=CC=C1 (pyridine), C(C)(=O)OC(C)=O (acetic anhydride). RXN SMILES: [Cl:1][C:2]1[CH:24]=[CH:23][C:5]([CH2:6][N:7]2[C:15]3[C:10](=[CH:11][C:12]([OH:16])=[CH:13][CH:14]=3)[C:9]([CH3:17])=[C:8]2[CH2:18][CH2:19][C:20]([OH:22])=[O:21])=[CH:4][CH:3]=1.N1C=CC=CC=1.[C:31](OC(=O)C)(=[O:33])[CH3:32]>C(Cl)Cl>[Cl:1][C:2]1[CH:24]=[CH:23][C:5]([CH2:6][N:7]2[C:15]3[C:10](=[CH:11][C:12]([O:16][C:31](=[O:33])[CH3:32])=[CH:13][CH:14]=3)[C:9]([CH3:17])=[C:8]2[CH2:18][CH2:19][C:20]([OH:22])=[O:21])=[CH:4][CH:3]=1. Conditions: time 16 hour. Solvent: C(Cl)Cl (CH2Cl2). Reported procedure: Using the title compound of Example 23 as starting material, (1 g) was dissolved in CH2Cl2 (20 ml) at 0° C. and 1 ml pyridine added. 1.8 g acetic anhydride was added and the reaction let stir at 23° for 16 hours. The organic phase was washed with H2O (5×5 ml), evaporated and chromatographed. Yields the product ClC1=CC=C(CN2C(=C(C3=CC(=CC=C23)OC(C)=O)C)CCC(=O)O)C=C1 (3-[1-p-Chlorobenzyl-5-acetoxy-3-methylindol-2-yl]-propionic acid).